describe an organic reaction: reactants, conditions, products, and yield From a dataset of the Open Reaction Database (ORD), a public repository of structured organic reaction records. Reactants: CSc1ccc(C=O)s1, N#CCS(=O)(=O)c1ccccn1. Product: CSc1ccc(C=C(C#N)S(=O)(=O)c2ccccn2)s1. As a reaction SMILES: [CH3:1][S:2][c:3]1[s:4][c:5]([CH:8]=[O:9])[cH:6][cH:7]1.[n:10]1[c:11]([S:16](=[O:17])(=[O:18])[CH2:19][C:20]#[N:21])[cH:12][cH:13][cH:14][cH:15]1>>[CH3:1][S:2][c:3]1[s:4][c:5]([CH:8]=[C:19]([S:16]([c:11]2[n:10][cH:15][cH:14][cH:13][cH:12]2)(=[O:17])=[O:18])[C:20]#[N:21])[cH:6][cH:7]1. Reaction SMILES: CN1CCOCC1.[NH2:8][C:9]1[CH:17]=[CH:16][C:12]([C:13]([OH:15])=[O:14])=[C:11](Cl)[CH:10]=1.[Cl:19]N1N=C(OC)C=C(OC)N1>C(OCC)(=O)C>[NH2:8][C:9]1[CH:17]=[CH:16][C:12]([C:13]([OH:15])=[O:14])=[CH:11][C:10]=1[Cl:19]. Procedure: Separately, 23.5 g of N-Methylmorpholine is added to a mixture of 33.1 g of 4-Amino-chloro-benzoic acid 34.4 g of 2-Chloro-4,6-dimethoxytriazine (DMT-Cl) in 300 ml of ethyl acetate over 20-30 minutes at ambient temperature for 2-3 hours at 23-27° C. to obtain the DMT active ester of 4-Amino-3-chlorobenzoic acid. The mixture is cooled to 0° to +5° C. and 300 ml of purified water are added to the solution keeping temperature in the same range. The solution of the deprotected t-leucine product as t... The reactants are CN1CCOCC1 (N-Methylmorpholine), NC1=CC(=C(C(=O)O)C=C1)Cl (4-Amino-chloro-benzoic acid), ClN1NC(=CC(=N1)OC)OC (2-Chloro-4,6-dimethoxytriazine). The product is ester, NC1=C(C=C(C(=O)O)C=C1)Cl (4-Amino-3-chlorobenzoic acid). Run in C(C)(=O)OCC (ethyl acetate). Run at time 20 minute. The product is N(=[N+]=[N-])CC1=CC=CC(=N1)C1(CC2CCC(C1)N2C(C2=C(C=CC=C2)Cl)C2=C(C=CC=C2)Cl)O (3-[6-(Azidomethyl)-2-pyridinyl]-8-[Bis(2-chlorophenyl)methyl]-8-azabicyclo[3.2.1]octan-3-ol). Procedure: Add diphenylphosphoryl azide (272 mg, 0.99 mmol) and 1,8-diazabicyclo-[5,4,0]undec-7-ene (150 mg, 0.99 mmol) to the product from Step 4 (404 mg, 0.86 mmol) at 0° C., stir for 20 min., warm to RT then stir at 50° C. for 1 h. Cool to RT and stir overnight. Quench the reaction with H2O and saturated aqueous NH4Cl , extract with CH2Cl2, dry and concentrate. Purify the residue by column chromatography to give the desired compound. Reactants: C1(=CC=CC=C1)P(=O)(C1=CC=CC=C1)N=[N+]=[N-] (diphenylphosphoryl azide), N12CCCCCC2=NCCC1 (1,8-diazabicyclo-[5,4,0]undec-7-ene), ClC1=C(C=CC=C1)C(N1C2CC(CC1CC2)(O)C2=CC=CC(=N2)CNC(=O)NCCNC(OC(C)(C)C)=O)C2=C(C=CC=C2)Cl (1,1-Dimethylethyl [2-[[[[[6-[8-[bis(2-chlorophenyl)methyl]-3hydroxy-8-azabicyclo[3.2.1]-oct-3-yl]-2-pyridinyl]methyl]amino]carbonyl]amino]ethyl]carbamate). As a reaction SMILES: C1(P([N:15]=[N+:16]=[N-])(C2C=CC=CC=2)=O)C=CC=CC=1.N12CCCN=C1CCCCC2.[Cl:29][C:30]1[CH:35]=[CH:34][CH:33]=[CH:32][C:31]=1[CH:36]([C:67]1[CH:72]=[CH:71][CH:70]=[CH:69][C:68]=1[Cl:73])[N:37]1[CH:42]2[CH2:43][CH2:44][CH:38]1[CH2:39][C:40]([C:46]1[N:51]=[C:50]([CH2:52][NH:53]C(NCCNC(=O)OC(C)(C)C)=O)[CH:49]=[CH:48][CH:47]=1)([OH:45])[CH2:41]2>>[N:53]([CH2:52][C:50]1[N:51]=[C:46]([C:40]2([OH:45])[CH2:39][CH:38]3[N:37]([CH:36]([C:67]4[CH:72]=[CH:71][CH:70]=[CH:69][C:68]=4[Cl:73])[C:31]4[CH:32]=[CH:33][CH:34]=[CH:35][C:30]=4[Cl:29])[CH:42]([CH2:43][CH2:44]3)[CH2:41]2)[CH:47]=[CH:48][CH:49]=1)=[N+:15]=[N-:16]. The reactants are Cl.ClC1=CC=C(C(C2=CC=CC=C2)N)C=C1 (rac-4-chlorobenzhydrylamine hydrochloride), COC1=CC=C(C=C1)CCC(=O)NCC(=O)O ([3-(4-methoxy-phenyl)-propionylamino]-acetic acid). Yields the product ClC1=CC=C(C=C1)C(C1=CC=CC=C1)NC(=O)CNC(CCC1=CC=C(C=C1)OC)=O (rac-N-({[(4-Chloro-phenyl)-phenyl-methyl]-carbamoyl}-methyl)-3-(4-methoxy-phenyl)-propionamide). RXN SMILES: Cl.[Cl:2][C:3]1[CH:16]=[CH:15][C:6]([CH:7]([NH2:14])[C:8]2[CH:13]=[CH:12][CH:11]=[CH:10][CH:9]=2)=[CH:5][CH:4]=1.[CH3:17][O:18][C:19]1[CH:24]=[CH:23][C:22]([CH2:25][CH2:26][C:27]([NH:29][CH2:30][C:31](O)=[O:32])=[O:28])=[CH:21][CH:20]=1>>[Cl:2][C:3]1[CH:4]=[CH:5][C:6]([CH:7]([NH:14][C:31]([CH2:30][NH:29][C:27](=[O:28])[CH2:26][CH2:25][C:22]2[CH:21]=[CH:20][C:19]([O:18][CH3:17])=[CH:24][CH:23]=2)=[O:32])[C:8]2[CH:13]=[CH:12][CH:11]=[CH:10][CH:9]=2)=[CH:15][CH:16]=1 |f:0.1|. Procedure: Prepared in analogy to example 1.1 from rac-4-chlorobenzhydrylamine hydrochloride and [3-(4-methoxy-phenyl)-propionylamino]-acetic acid (Example 2.2). Starting materials: O=Cc1ccc(C(=O)O)cc1, Nc1ccc(Cl)c(Cl)c1. Yields the product O=C(O)c1ccc(C=Nc2ccc(Cl)c(Cl)c2)cc1. Reaction SMILES: [C:10](=[O:11])([OH:12])[c:13]1[cH:14][cH:15][c:16]([CH:17]=[O:18])[cH:19][cH:20]1.[NH2:1][c:2]1[cH:3][cH:4][c:5]([Cl:6])[c:7]([Cl:8])[cH:9]1>>[N:1]([c:2]1[cH:3][cH:4][c:5]([Cl:6])[c:7]([Cl:8])[cH:9]1)=[CH:17][c:16]1[cH:15][cH:14][c:13]([C:10](=[O:11])[OH:12])[cH:20][cH:19]1. Conditions: time 20 hour. Solvent: CO (methanol). Reactants: C(C)(C)(C)OC(=O)N1C[C@@H]([C@@H](C1)N[C@H](C)C1=CC=CC=C1)CN1C[C@@H](CCC1)CC1=CC=C(C=C1)F ((3S,4S)-3-[(S)-3-(4-Fluorobenzyl)-piperidin-1-ylmethyl]-4-[(R)-1-phenyl-ethylamino]-pyrrolidine-1-carboxylic acid tert-butyl ester). The product is C(C)(C)(C)OC(=O)N1C[C@H]([C@H](C1)CN1C[C@@H](CCC1)CC1=CC=C(C=C1)F)N ((3S,4S)-3-amino-4-[(S)-3-(4-fluorobenzyl)-piperidin-1-ylmethyl]-pyrrolidine-1-carboxylic acid tert-butyl ester). The reagents and catalysts are [OH-].[Pd+2].[OH-] (palladium hydroxide). Isolated yield 95.3%. As a reaction SMILES: [C:1]([O:5][C:6]([N:8]1[CH2:12][C@@H:11]([NH:13][C@@H](C2C=CC=CC=2)C)[C@@H:10]([CH2:22][N:23]2[CH2:28][CH2:27][CH2:26][C@@H:25]([CH2:29][C:30]3[CH:35]=[CH:34][C:33]([F:36])=[CH:32][CH:31]=3)[CH2:24]2)[CH2:9]1)=[O:7])([CH3:4])([CH3:3])[CH3:2]>[OH-].[Pd+2].[OH-].CO>[C:1]([O:5][C:6]([N:8]1[CH2:9][C@H:10]([CH2:22][N:23]2[CH2:28][CH2:27][CH2:26][C@@H:25]([CH2:29][C:30]3[CH:35]=[CH:34][C:33]([F:36])=[CH:32][CH:31]=3)[CH2:24]2)[C@H:11]([NH2:13])[CH2:12]1)=[O:7])([CH3:4])([CH3:2])[CH3:3] |f:1.2.3|. Reported procedure: (3S,4S)-3-[(S)-3-(4-Fluorobenzyl)-piperidin-1-ylmethyl]-4-[(R)-1-phenyl-ethylamino]-pyrrolidine-1-carboxylic acid tert-butyl ester (100 mg, 0.201 mmol), palladium hydroxide (20 weight % on carbon, dry basis; 40 mg) and methanol (7 mL) were combined in a pressure bottle and shaken under hydrogen atmosphere (50-55 psig) for 20 h. The mixture was filtered through Celite, and the solids were rinsed with ethanol. The filtrate was concentrated to give the product as a glassy foam (75 mg, 95%), used wi...